Dataset: the Open Reaction Database (ORD), a public repository of structured organic reaction records. Task: describe an organic reaction: reactants, conditions, products, and yield Reaction SMILES: [C:1]1(=[O:7])[NH:6][CH:4]([CH3:5])[CH2:3][CH2:2]1.[H-].[Na+].[Cl:10][CH2:11][C:12]1[C:13]([CH2:18]Cl)=[CH:14][CH:15]=[CH:16][CH:17]=1.Cl>C1COCC1.CS(C)=O.CCOCC>[Cl:10][CH2:11][C:12]1[CH:17]=[CH:16][CH:15]=[CH:14][C:13]=1[CH2:18][N:6]1[CH:4]([CH3:5])[CH2:3][CH2:2][C:1]1=[O:7] |f:1.2|. Product: ClCC1=C(CN2C(CCC2C)=O)C=CC=C1 (N-[2-(chloromethyl)benzyl]-γ-valerolactam). Solvent: C1CCOC1 (THF), CS(=O)C (DMSO), CCOCC (ether). Conditions: time 4 hour. Yield: 39.4%. Starting materials: C1(CCC(C)N1)=O (γ-valerolactam), [H-].[Na+] (NaH), oil, ClCC=1C(=CC=CC1)CCl (α,α'-dichloro-o-xylene), Cl (HCl). Reported procedure: A solution of γ-valerolactam (7 g, 70.5 mmol) in THF (150 mL) and DMSO (20 mL) was treated with NaH (2.83 g of a 60% oil dispersion) at 0° C. under nitrogen atmosphere. After a total of 15 min, α,α'-dichloro-o-xylene (25 g, 140 mmol) was added and the solution was allowed to warm and stir at room temperature. After 4 h, 100 mL of ether and 100 mL of 0.2 N HCl were added. The water was withdrawn, and the organic layer was washed 2× more with water, dried (MgSO4), filtered and concentrated. This m... The reactants are CCOC(=O)c1cn(C)c2nc3c(F)c(N4CCNC(C)C4)c(F)cc3cc2c1=O, CC(=O)O, CCO, [K+], [OH-]. As a reaction SMILES: [CH2:1]([CH3:2])[O:3][C:4](=[O:5])[c:6]1[c:7](=[O:30])[c:8]2[cH:9][c:10]3[c:11]([n:12][c:13]2[n:14]([CH3:16])[cH:15]1)[c:17]([F:29])[c:18]([N:22]1[CH2:23][CH:24]([CH3:28])[NH:25][CH2:26][CH2:27]1)[c:19]([F:21])[cH:20]3.[CH3:33][C:34](=[O:35])[OH:36].[CH3:37][CH2:38][OH:39].[K+:32].[OH-:31]>>[O:3]=[C:4]([OH:5])[c:6]1[c:7](=[O:30])[c:8]2[cH:9][c:10]3[c:11]([n:12][c:13]2[n:14]([CH3:16])[cH:15]1)[c:17]([F:29])[c:18]([N:22]1[CH2:23][CH:24]([CH3:28])[NH:25][CH2:26][CH2:27]1)[c:19]([F:21])[cH:20]3. Product: CC1CN(c2c(F)cc3cc4c(=O)c(C(=O)O)cn(C)c4nc3c2F)CCN1.